From a dataset of the Open Reaction Database (ORD), a public repository of structured organic reaction records. describe an organic reaction: reactants, conditions, products, and yield Reactants: C(C)OC(=O)C1=CNCCC2=C1SC=C2 (5,6-dihydro-4H-thieno[2,3-d]azepine-8-carboxylic acid ethyl ester), FC=1C=C(C(=O)Cl)C=CC1F (3,4-difluoro-benzoyl chloride). Product: C(C)OC(=O)C1=CN(CCC2=C1SC=C2)C(C2=CC(=C(C=C2)F)F)=O (6-(3,4-difluoro-benzoyl)-5,6-dihydro-4H-thieno[2,3-D]azepine-8-carboxylic acid ethyl ester). As a reaction SMILES: [CH2:1]([O:3][C:4]([C:6]1[C:12]2[S:13][CH:14]=[CH:15][C:11]=2[CH2:10][CH2:9][NH:8][CH:7]=1)=[O:5])[CH3:2].[F:16][C:17]1[CH:18]=[C:19]([CH:23]=[CH:24][C:25]=1[F:26])[C:20](Cl)=[O:21]>>[CH2:1]([O:3][C:4]([C:6]1[C:12]2[S:13][CH:14]=[CH:15][C:11]=2[CH2:10][CH2:9][N:8]([C:20](=[O:21])[C:19]2[CH:23]=[CH:24][C:25]([F:26])=[C:17]([F:16])[CH:18]=2)[CH:7]=1)=[O:5])[CH3:2]. Procedure: The title compound was prepared in a manner similar to that described in Example 2 by using 5,6-dihydro-4H-thieno[2,3-d]azepine-8-carboxylic acid ethyl ester and 3,4-difluoro-benzoyl chloride. 1H-NMR(CDCl3): δ 8.01 (1 H, s), 7.47 (1 H, m), 7.36 (1H, m), 7.27 (2H, m), 6.85 (1H, d), 4.23 (2H, q), 4.13 (2H, m), 3.15 (2H, t), 1.23 (3H, t). MS (ES): 364 (MH+).